This data is from the Open Reaction Database (ORD), a public repository of structured organic reaction records. The task is: describe an organic reaction: reactants, conditions, products, and yield Reaction conditions: temperature -78 celsius, time 30 minute. The reactants are C(C)(=O)C1=CC=C(C=C1)CC(=O)NC=1C(=NC=CC1)OC=1C=NC=CC1 (2-(4-Acetyl-phenyl)-N-[2-(pyridin-3-yloxy)-pyridin-3-yl]-acetamide), C[Li] (methyl lithium). Procedure details: To a solution of 2-(4-Acetyl-phenyl)-N-[2-(pyridin-3-yloxy)-pyridin-3-yl]-acetamide (0.130 grams, 0.374 mmole) in tetrahydrofuran (10 ml) at −78° C. 1.0 M methyl lithium in tetrahydrofuran (1.123 ml, 1.123 mmole) was added and stirred at −78° C. for 30 minutes, allowed to warm to room temperature for 30 minutes and cooled to −78° C. The mixture was quenched with water and extracted with ethyl acetate. The combined organics were washed with water and brine, dried over MgSO4, filtered and concentr... RXN SMILES: [C:1]([C:4]1[CH:9]=[CH:8][C:7]([CH2:10][C:11]([NH:13][C:14]2[C:15]([O:20][C:21]3[CH:22]=[N:23][CH:24]=[CH:25][CH:26]=3)=[N:16][CH:17]=[CH:18][CH:19]=2)=[O:12])=[CH:6][CH:5]=1)(=[O:3])[CH3:2].[CH3:27][Li]>O1CCCC1>[OH:3][C:1]([C:4]1[CH:5]=[CH:6][C:7]([CH2:10][C:11]([NH:13][C:14]2[C:15]([O:20][C:21]3[CH:22]=[N:23][CH:24]=[CH:25][CH:26]=3)=[N:16][CH:17]=[CH:18][CH:19]=2)=[O:12])=[CH:8][CH:9]=1)([CH3:27])[CH3:2]. The product is OC(C)(C)C1=CC=C(C=C1)CC(=O)NC=1C(=NC=CC1)OC=1C=NC=CC1 (2-[4-(1-Hydroxy-1-methyl-ethyl)-phenyl]-N-[2-(pyridin-3-yloxy)-pyridin-3-yl]-acetamide). The solvent is O1CCCC1 (tetrahydrofuran), O1CCCC1 (tetrahydrofuran). Reactants: Cc1cc([N+](=O)[O-])c(NC(=O)OC(C)(C)C)cc1Cl, CNCC(C)C, CS(C)=O. Product: Cc1cc([N+](=O)[O-])c(NC(=O)OC(C)(C)C)cc1N(C)CC(C)C. As a reaction SMILES: [C:1]([CH3:2])([CH3:3])([CH3:4])[O:5][C:6]([NH:7][c:8]1[c:9]([N+:16](=[O:17])[O-:18])[cH:10][c:11]([CH3:15])[c:12]([Cl:14])[cH:13]1)=[O:19].[CH2:20]([CH:21]([CH3:22])[CH3:23])[NH:24][CH3:25].[CH3:26][S:27]([CH3:28])=[O:29]>>[C:1]([CH3:2])([CH3:3])([CH3:4])[O:5][C:6]([NH:7][c:8]1[c:9]([N+:16](=[O:17])[O-:18])[cH:10][c:11]([CH3:15])[c:12]([N:24]([CH2:20][CH:21]([CH3:22])[CH3:23])[CH3:25])[cH:13]1)=[O:19]. Reactants: CCOC(=O)C(=O)OCC, CCO, Cl, [H-], CC(=O)C=Cc1ccc([N+](=O)[O-])cc1, [Na+], C1CCOC1. The product is CCOC(=O)C(=O)CC(=O)C=Cc1ccc([N+](=O)[O-])cc1. As a reaction SMILES: [C:17]([C:18](=[O:19])[O:20][CH2:21][CH3:22])(=[O:23])[O:24][CH2:25][CH3:26].[CH3:33][CH2:34][OH:35].[ClH:27].[H-:1].[N+:3](=[O:4])([O-:5])[c:6]1[cH:7][cH:8][c:9]([CH:10]=[CH:11][C:12]([CH3:13])=[O:14])[cH:15][cH:16]1.[Na+:2].[O:28]1[CH2:29][CH2:30][CH2:31][CH2:32]1>>[N+:3](=[O:4])([O-:5])[c:6]1[cH:7][cH:8][c:9]([CH:10]=[CH:11][C:12]([CH2:13][C:17]([C:18](=[O:19])[O:20][CH2:21][CH3:22])=[O:23])=[O:14])[cH:15][cH:16]1. The reactants are solid, Cl.Cl.O1CCC2=C1C=CC=C2C2CCN(CC2)CC[C@@H]2CC[C@H](CC2)N (trans-4-{2-[4-(2,3-dihydro-benzofuran-4-yl)-piperidin-1-yl]-ethyl}-cyclohexylamine dihydrochloride), Cl.Cl.O1CCC2=C1C=CC=C2C2CCN(CC2)CC[C@@H]2CC[C@H](CC2)N (trans-4-{2-[4-(2,3-dihydro-benzofuran-4-yl)-piperidin-1-yl]-ethyl}-cyclohexylamine dihydrochloride), CN(S(=O)(=O)Cl)C (dimethylsulfamoylchloride). The product is O1CCC2=C1C=CC=C2C2CCN(CC2)CC[C@@H]2CC[C@H](CC2)NS(=O)(=O)N(C)C (N′-(trans-4-{2-[4-(2,3-Dihydro-benzofuran-4-yl)-piperidin-1-yl]-ethyl}-cyclohexyl)-N,N-dimethylsulfamide). RXN SMILES: Cl.Cl.[O:3]1[C:7]2[CH:8]=[CH:9][CH:10]=[C:11]([CH:12]3[CH2:17][CH2:16][N:15]([CH2:18][CH2:19][C@H:20]4[CH2:25][CH2:24][C@H:23]([NH2:26])[CH2:22][CH2:21]4)[CH2:14][CH2:13]3)[C:6]=2[CH2:5][CH2:4]1.[CH3:27][N:28]([CH3:33])[S:29](Cl)(=[O:31])=[O:30]>>[O:3]1[C:7]2[CH:8]=[CH:9][CH:10]=[C:11]([CH:12]3[CH2:17][CH2:16][N:15]([CH2:18][CH2:19][C@H:20]4[CH2:21][CH2:22][C@H:23]([NH:26][S:29]([N:28]([CH3:33])[CH3:27])(=[O:31])=[O:30])[CH2:24][CH2:25]4)[CH2:14][CH2:13]3)[C:6]=2[CH2:5][CH2:4]1 |f:0.1.2|. Procedure: The title compound, light yellow solid (19 mg, 17%), MS (ISP) m/z=436.3 [(M+H)+], mp 122° C., was prepared in accordance with the general method of example 47 from trans-4-{2-[4-(2,3-dihydro-benzofuran-4-yl)-piperidin-1-yl]-ethyl}-cyclohexylamine dihydrochloride (intermediate B) (100 mg, 0.25 mmol) and dimethylsulfamoylchloride.